Dataset: the Open Reaction Database (ORD), a public repository of structured organic reaction records. Task: describe an organic reaction: reactants, conditions, products, and yield Starting materials: CN1C(NC(=CC1=O)NC1=CC=C(C=C1)C=1N=C(C2=C(N1)CNCC2)N2[C@H](COCC2)C)=O ((S)-3-methyl-6-(4-(4-(3-methylmorpholino)-5,6,7,8-tetrahydropyrido[3,4-d]pyrimidin-2-yl)phenylamino)pyrimidine-2,4(1H,3H)-dione), CN(C=O)C (N,N-Dimethylformamide), N1=CC=CC=C1 (Pyridine), S1C(=NC=C1)C(=O)Cl (1,3-thiazole-2-carbonyl chloride). Reaction conditions: time 8 hour. The product is CN1C(NC(=CC1=O)NC1=CC=C(C=C1)C=1N=C(C2=C(N1)CN(CC2)C(=O)C=2SC=CN2)N2[C@H](COCC2)C)=O ((S)-3-methyl-6-(4-(4-(3-methylmorpholino)-7-(thiazole-2-carbonyl)-5,6,7,8-tetrahydropyrido[3,4-d]pyrimidin-2-yl)phenylamino)pyrimidine-2,4(1H,3H)-dione). Reaction SMILES: [CH3:1][N:2]1[C:7](=[O:8])[CH:6]=[C:5]([NH:9][C:10]2[CH:15]=[CH:14][C:13]([C:16]3[N:17]=[C:18]([N:26]4[CH2:31][CH2:30][O:29][CH2:28][C@@H:27]4[CH3:32])[C:19]4[CH2:25][CH2:24][NH:23][CH2:22][C:20]=4[N:21]=3)=[CH:12][CH:11]=2)[NH:4][C:3]1=[O:33].CN(C)C=O.N1C=CC=CC=1.[S:45]1[CH:49]=[CH:48][N:47]=[C:46]1[C:50](Cl)=[O:51]>>[CH3:1][N:2]1[C:7](=[O:8])[CH:6]=[C:5]([NH:9][C:10]2[CH:15]=[CH:14][C:13]([C:16]3[N:17]=[C:18]([N:26]4[CH2:31][CH2:30][O:29][CH2:28][C@@H:27]4[CH3:32])[C:19]4[CH2:25][CH2:24][N:23]([C:50]([C:46]5[S:45][CH:49]=[CH:48][N:47]=5)=[O:51])[CH2:22][C:20]=4[N:21]=3)=[CH:12][CH:11]=2)[NH:4][C:3]1=[O:33]. Procedure details: (S)-3-methyl-6-(4-(4-(3-methylmorpholino)-5,6,7,8-tetrahydropyrido[3,4-d]pyrimidin-2-yl)phenylamino)pyrimidine-2,4(1H,3H)-dione (0.0325 g, 0.0000723 mol) in dry N,N-Dimethylformamide (2.00 mL, 0.0258 mol) was added dry Pyridine (0.030 mL, 0.00037 mol) followed by 1,3-thiazole-2-carbonyl chloride (0.0300 g, 0.000203 mol). The reaction mixture was stirred overnight. The reaction mixture was concentrated, chromatographed through silica gel (4 g, 0-10% MeOH in dichloromethane), and then purifed by H... The reactants are CCN(C(C)C)C(C)C (DIPEA), ClC=1C=CC=2N(N1)C(=NN2)C(F)(F)F (6-chloro-3-(trifluoromethyl)-[1,2,4]triazolo[4,3-b]pyridazine), N1CCC(CC1)C1=CC=C(C=C1)O (4-(piperidin-4-yl)phenol). Run in CN(C)C=O (DMF). Reaction conditions: temperature 80 celsius, time 1 hour. The product is FC(C1=NN=C2N1N=C(C=C2)N2CCC(CC2)C2=CC=C(C=C2)O)(F)F (4-[1-[3-(trifluoromethyl)[1,2,4]triazolo[4,3-b]pyridazin-6-yl]piperidin-4-yl]phenol). The yield is 91.0%. Reaction SMILES: CCN(C(C)C)C(C)C.Cl[C:11]1[CH:12]=[CH:13][C:14]2[N:15]([C:17]([C:20]([F:23])([F:22])[F:21])=[N:18][N:19]=2)[N:16]=1.[NH:24]1[CH2:29][CH2:28][CH:27]([C:30]2[CH:35]=[CH:34][C:33]([OH:36])=[CH:32][CH:31]=2)[CH2:26][CH2:25]1>CN(C=O)C>[F:21][C:20]([F:23])([F:22])[C:17]1[N:15]2[N:16]=[C:11]([N:24]3[CH2:29][CH2:28][CH:27]([C:30]4[CH:31]=[CH:32][C:33]([OH:36])=[CH:34][CH:35]=4)[CH2:26][CH2:25]3)[CH:12]=[CH:13][C:14]2=[N:19][N:18]=1. Reported procedure: DIPEA (48.2 mL, 276.86 mmol) was added to 6-chloro-3-(trifluoromethyl)-[1,2,4]triazolo[4,3-b]pyridazine (24.65 g, 110.74 mmol) and 4-(piperidin-4-yl)phenol (20.61 g, 116.28 mmol) in DMF (200 mL). The resulting solution was stirred at 80° C. for 1 hour. The reaction mixture was cooled to room temperature, then evaporated to dryness and re-dissolved in DCM (1 L) and washed with water (2×1 L). The organic layer was washed with saturated brine (500 mL), then dried over MgSO4, filtered and evaporated... Reaction SMILES: Cl[CH2:2][C:3]([N:5]1[CH2:9][CH2:8][CH2:7][C@H:6]1[CH2:10][OH:11])=[O:4].[H-].[Na+].O>O1CCCC1>[CH2:10]1[CH:6]2[CH2:7][CH2:8][CH2:9][N:5]2[C:3](=[O:4])[CH2:2][O:11]1 |f:1.2|. Reaction conditions: time 14 hour. Procedure: (S)-1-(Chloroacetyl)-2-pyrrolidinemethanol, 12 g (0.068 mol), is dissolved in 500 ml of tetrahydrofuran, the solution is cooled to 0°-5° C., and 3.96 g (0.099 mol) of 60% sodium hydride in mineral oil dispersion is slowly added. The mixture is allowed to reach room temperature and is stirred for 14 hours. Water, 20 ml, is added, the solvents evaporated in vacuo, and the residue suspended in 300 ml of chloroform and washed with 100 ml of water and then a saturated aqueous solution of sodium chlor... Solvent: O1CCCC1 (tetrahydrofuran). Yields the product C1OCC(N2C1CCC2)=O (tetrahydro-1H-pyrrolo[2,1-c][1,4]oxazin-4-(3H)-one). Starting materials: [H-].[Na+] (sodium hydride), ClCC(=O)N1[C@@H](CCC1)CO ((S)-1-(Chloroacetyl)-2-pyrrolidinemethanol), O (Water).